describe an organic reaction: reactants, conditions, products, and yield From a dataset of the Open Reaction Database (ORD), a public repository of structured organic reaction records. Run in C(Cl)Cl (DCM). The yield is 45.2%. As a reaction SMILES: [NH2:1][C@@H:2]([CH3:19])[CH2:3][N:4]1[CH:8]=[CH:7][C:6]([C:9]2[CH:16]=[CH:15][C:12]([C:13]#[N:14])=[C:11]([Cl:17])[C:10]=2[CH3:18])=[N:5]1.[O:20]1[CH:24]=[CH:23][CH:22]=[C:21]1[C:25]1[CH:29]=[C:28]([C:30](O)=[O:31])[NH:27][N:26]=1.C1C=CC2N(O)N=NC=2C=1.CCN(C(C)C)C(C)C.CCN=C=NCCCN(C)C>C(Cl)Cl>[Cl:17][C:11]1[C:10]([CH3:18])=[C:9]([C:6]2[CH:7]=[CH:8][N:4]([CH2:3][C@@H:2]([NH:1][C:30]([C:28]3[NH:27][N:26]=[C:25]([C:21]4[O:20][CH:24]=[CH:23][CH:22]=4)[CH:29]=3)=[O:31])[CH3:19])[N:5]=2)[CH:16]=[CH:15][C:12]=1[C:13]#[N:14]. Procedure: The title compound was prepared from (S)-4-(1-(2-aminopropyl)-1H-pyrazol-3-yl)-2-chloro-3-methylbenzonitrile (0.059 g, 0.331 mmol), 3-(furan-2-yl)-1H-pyrazole-5-carboxylic acid (0.091 g, 0.331 mmol), HOBt (0.068 g, 0.497 mmol), DIPEA (0.087 ml, 0.497 mmol) and EDCI (0.096 g, 0.497 mmol) using DCM as solvent using the method of Example 34(d) affording 0.065 g of the title compound. 1H-NMR (400 MHz; d6-DMSO): δ 1.16 (d, 3H), 2.53 (s, 3H), 4.28-4.38 (m, 2H), 4.43-4.51 (m, 1H), 6.60 (d, 2H), 6.81-6.... The reactants are N[C@H](CN1N=C(C=C1)C1=C(C(=C(C#N)C=C1)Cl)C)C ((S)-4-(1-(2-aminopropyl)-1H-pyrazol-3-yl)-2-chloro-3-methylbenzonitrile), O1C(=CC=C1)C1=NNC(=C1)C(=O)O (3-(furan-2-yl)-1H-pyrazole-5-carboxylic acid), C=1C=CC2=C(C1)N=NN2O (HOBt), CCN(C(C)C)C(C)C (DIPEA), CCN=C=NCCCN(C)C (EDCI). The product is ClC=1C(=C(C=CC1C#N)C1=NN(C=C1)C[C@H](C)NC(=O)C1=CC(=NN1)C=1OC=CC1)C ((S)—N-(1-(3-(3-chloro-4-cyano-2-methylphenyl)-1H-pyrazol-1-yl)propan-2-yl)-3-(furan-2-yl)-1H-pyrazole-5-carboxamide).